This data is from the Open Reaction Database (ORD), a public repository of structured organic reaction records. The task is: describe an organic reaction: reactants, conditions, products, and yield The reactants are COC1(C)CCc2c(C)c(OC(C)=O)c(C)c(C)c2O1, CC(C)=O, Cl, O. Yields the product CC(=O)Oc1c(C)c(C)c2c(c1C)CCC(C)(O)O2. Reaction SMILES: [C:1]([CH3:2])(=[O:3])[O:4][c:5]1[c:6]([CH3:20])[c:7]2[c:12]([c:13]([CH3:16])[c:14]1[CH3:15])[O:11][C:10]([CH3:17])([O:18][CH3:19])[CH2:9][CH2:8]2.[CH3:21][C:22](=[O:23])[CH3:24].[ClH:25].[OH2:26]>>[C:1]([CH3:2])(=[O:3])[O:4][c:5]1[c:6]([CH3:20])[c:7]2[c:12]([c:13]([CH3:16])[c:14]1[CH3:15])[O:11][C:10]([CH3:17])([OH:18])[CH2:9][CH2:8]2. Starting materials: C(CCC)(=O)C=1C=NC2=C(C=CC=C2C1Cl)OC (3-Butyryl-4-chloro-8-methoxyquinoline), NC1=C(C=C(C=C1)O)C (4-amino-3-methylphenol). Solvent: O1CCOCC1 (1,4-dioxan). Yields the product C(CCC)(=O)C=1C=NC2=C(C=CC=C2C1NC1=C(C=C(C=C1)O)C)OC (3-butyryl-4-(4-hydroxy-2-methylphenylamino)-8-methoxyquinoline). Isolated yield 34.1%. RXN SMILES: [C:1]([C:6]1[CH:7]=[N:8][C:9]2[C:14]([C:15]=1Cl)=[CH:13][CH:12]=[CH:11][C:10]=2[O:17][CH3:18])(=[O:5])[CH2:2][CH2:3][CH3:4].[NH2:19][C:20]1[CH:25]=[CH:24][C:23]([OH:26])=[CH:22][C:21]=1[CH3:27]>O1CCOCC1>[C:1]([C:6]1[CH:7]=[N:8][C:9]2[C:14]([C:15]=1[NH:19][C:20]1[CH:25]=[CH:24][C:23]([OH:26])=[CH:22][C:21]=1[CH3:27])=[CH:13][CH:12]=[CH:11][C:10]=2[O:17][CH3:18])(=[O:5])[CH2:2][CH2:3][CH3:4]. Procedure details: 3-Butyryl-4-chloro-8-methoxyquinoline (3.95 g, 15 mmol), 4-amino-3-methylphenol (2.46 g, 20 mmol) and 1,4-dioxan (15 ml) were warmed briefly to reflux, then the solid filtered off and washed with ethyl acetate. Conversion to free base and recrystallisation from ethanol gave 3-butyryl-4-(4-hydroxy-2-methylphenylamino)-8-methoxyquinoline (1.79 g, 34%), m.p. 252°-253°. Product: Cc1c(CON=C(c2ccc(OC(F)F)cc2)C2CC2)cccc1-c1ccccc1. Reaction SMILES: [Br-:39].[CH2:57]([Cl:58])[Cl:59].[CH3:40][CH2:41][CH2:42][CH2:43][N+:44]([CH2:45][CH2:46][CH2:47][CH3:48])([CH2:49][CH2:50][CH2:51][CH3:52])[CH2:53][CH2:54][CH2:55][CH3:56].[Cl:17][CH2:18][c:19]1[c:20]([CH3:31])[c:21](-[c:25]2[cH:26][cH:27][cH:28][cH:29][cH:30]2)[cH:22][cH:23][cH:24]1.[F:1][CH:2]([O:3][c:4]1[cH:5][cH:6][c:7]([C:10](=[N:11][OH:12])[CH:13]2[CH2:14][CH2:15]2)[cH:8][cH:9]1)[F:16].[K+:33].[O:34]1[CH2:35][CH2:36][CH2:37][CH2:38]1.[OH-:32]>>[F:1][CH:2]([O:3][c:4]1[cH:5][cH:6][c:7]([C:10](=[N:11][O:12][CH2:18][c:19]2[c:20]([CH3:31])[c:21](-[c:25]3[cH:26][cH:27][cH:28][cH:29][cH:30]3)[cH:22][cH:23][cH:24]2)[CH:13]2[CH2:14][CH2:15]2)[cH:8][cH:9]1)[F:16]. Starting materials: [Br-], ClCCl, CCCC[N+](CCCC)(CCCC)CCCC, Cc1c(CCl)cccc1-c1ccccc1, ON=C(c1ccc(OC(F)F)cc1)C1CC1, [K+], C1CCOC1, [OH-]. The reactants are CN(C)P(=O)(N(C)C)N(C)C, COc1ccc(C=O)c2c1CC(C)(C)O2, [Na+], [OH-]. Yields the product CC1(C)Cc2c(O)ccc(C=O)c2O1. RXN SMILES: [CH3:18][N:19]([CH3:20])[P:21]([N:22]([CH3:23])[CH3:24])([N:25]([CH3:26])[CH3:27])=[O:28].[CH3:1][O:2][c:3]1[cH:4][cH:5][c:6]([CH:14]=[O:15])[c:7]2[c:8]1[CH2:9][C:10]([CH3:12])([CH3:13])[O:11]2.[Na+:17].[OH-:16]>>[OH:2][c:3]1[cH:4][cH:5][c:6]([CH:14]=[O:15])[c:7]2[c:8]1[CH2:9][C:10]([CH3:12])([CH3:13])[O:11]2. RXN SMILES: [Br:1][c:2]1[c:3]([C:7](=[O:8])[c:9]2[cH:10][c:11]([O:15][CH3:16])[cH:12][cH:13][cH:14]2)[s:4][cH:5][cH:6]1.[CH3:29][CH2:30][CH2:31][CH2:32][CH2:33][CH3:34].[Cl:26][CH2:27][Cl:28].[ClH:17].[NH2:18][OH:19].[cH:20]1[cH:21][cH:22][n:23][cH:24][cH:25]1>>[Br:1][c:2]1[c:3]([C:7]([c:9]2[cH:10][c:11]([O:15][CH3:16])[cH:12][cH:13][cH:14]2)=[N:18][OH:19])[s:4][cH:5][cH:6]1. Yields the product COc1cccc(C(=NO)c2sccc2Br)c1. The reactants are COc1cccc(C(=O)c2sccc2Br)c1, CCCCCC, ClCCl, Cl, NO, c1ccncc1. Reactants: [Cl-].C(C)(C)(C)OC1=CC=C(C=C1)[S+](C1=CC=C(C=C1)OC(C)(C)C)C1=CC=C(C=C1)OC(C)(C)C (tris(4-tert-butoxyphenyl)sulfonium chloride), C([O-])([O-])=O.[Pb+2] (lead carbonate), C(CCC)S(=O)(=O)O (butanesulfonic acid). The solvent is CO (methanol). Reaction conditions: temperature 50 celsius. Product: C(CCC)S(=O)(=O)[O-].C(C)(C)(C)OC1=CC=C(C=C1)[S+](C1=CC=C(C=C1)OC(C)(C)C)C1=CC=C(C=C1)OC(C)(C)C (tris(4-tert-butoxyphenyl)sulfonium butanesulfonate). Yield: 82.9%. Reaction SMILES: [Cl-].[C:2]([O:6][C:7]1[CH:12]=[CH:11][C:10]([S+:13]([C:25]2[CH:30]=[CH:29][C:28]([O:31][C:32]([CH3:35])([CH3:34])[CH3:33])=[CH:27][CH:26]=2)[C:14]2[CH:19]=[CH:18][C:17]([O:20][C:21]([CH3:24])([CH3:23])[CH3:22])=[CH:16][CH:15]=2)=[CH:9][CH:8]=1)([CH3:5])([CH3:4])[CH3:3].C(=O)([O-])[O-].[Pb+2].[CH2:41]([S:45]([OH:48])(=[O:47])=[O:46])[CH2:42][CH2:43][CH3:44]>CO>[CH2:41]([S:45]([O-:48])(=[O:47])=[O:46])[CH2:42][CH2:43][CH3:44].[C:21]([O:20][C:17]1[CH:16]=[CH:15][C:14]([S+:13]([C:10]2[CH:11]=[CH:12][C:7]([O:6][C:2]([CH3:5])([CH3:4])[CH3:3])=[CH:8][CH:9]=2)[C:25]2[CH:30]=[CH:29][C:28]([O:31][C:32]([CH3:35])([CH3:34])[CH3:33])=[CH:27][CH:26]=2)=[CH:19][CH:18]=1)([CH3:22])([CH3:23])[CH3:24] |f:0.1,2.3,6.7|. Procedure: In 93 g of methanol was dissolved 9.3 g (0.018 mol) of tris(4-tert-butoxyphenyl)sulfonium chloride. 3.5 g (0.013 mol) of lead carbonate and 3.0 g (0.022 mol) of butanesulfonic acid were added to the solution, which was heated at 50 ° C. After cooling, the precipitate was filtered off and the filtrate was evaporated. Then 100 g of chloroform was added to the residue, the solution was washed with 100 g of water, and the solution was evaporated again, obtaining 9.2 g (two-steps yield 29%) of tris(4... Reactants: ON1N=NC2=C1C=CC=C2 (1-hydroxybenzotriazole), N([C@H](CC1=CNC2=CC=CC=C12)C(=O)N[C@@H](CC(C)C)C(=O)O)C(=O)OC(C)(C)C (BocDTrp-LeuOH), N([C@@H](CCCC)C(=O)N)C (MeNleNH2), C1(CCCCC1)N=C=NC1CCCCC1 (dicyclohexylcarbodiimide). Yields the product N([C@H](CC1=CNC2=CC=CC=C12)C(=O)N[C@@H](CC(C)C)C(=O)N([C@@H](CCCC)C(=O)N)C)C(=O)OC(C)(C)C (BocDTrp-Leu-MeNleNH2). Yield: 99.0%. RXN SMILES: [NH:1]([C:24]([O:26][C:27]([CH3:30])([CH3:29])[CH3:28])=[O:25])[C@@H:2]([C:13]([NH:15][C@H:16]([C:21]([OH:23])=O)[CH2:17][CH:18]([CH3:20])[CH3:19])=[O:14])[CH2:3][C:4]1[C:12]2[C:7](=[CH:8][CH:9]=[CH:10][CH:11]=2)[NH:6][CH:5]=1.[NH:31]([CH3:40])[C@H:32]([C:37]([NH2:39])=[O:38])[CH2:33][CH2:34][CH2:35][CH3:36].C1(N=C=NC2CCCCC2)CCCCC1.ON1C2C=CC=CC=2N=N1>>[NH:1]([C:24]([O:26][C:27]([CH3:30])([CH3:29])[CH3:28])=[O:25])[C@@H:2]([C:13]([NH:15][C@H:16]([C:21]([N:31]([CH3:40])[C@H:32]([C:37]([NH2:39])=[O:38])[CH2:33][CH2:34][CH2:35][CH3:36])=[O:23])[CH2:17][CH:18]([CH3:19])[CH3:20])=[O:14])[CH2:3][C:4]1[C:12]2[C:7](=[CH:8][CH:9]=[CH:10][CH:11]=2)[NH:6][CH:5]=1. Procedure details: Condensation of BocDTrp-LeuOH (Example 38, 2.09 g.) and MeNleNH2 (1.00 g.) using dicyclohexylcarbodiimide and 1-hydroxybenzotriazole gave BocDTrp-Leu-MeNleNH2 in 99% yield. De-t-butoxycarbonylation of BocDTrp-Leu-MeNleNH2 (2.50 g.) using trifluoroacetic acid in dimethyl sulfide and ethanedithiol gave HDTrp-Leu-MeNleNH2 in 37% yield. Starting materials: COc1ccc(N)c(C2CC(C)(C)CC(C)(C)C2)c1, ClCCNCCCl, Clc1ccccc1Cl, Cl, [Na+], O=C([O-])O. The product is COc1ccc(N2CCNCC2)c(C2CC(C)(C)CC(C)(C)C2)c1. RXN SMILES: [CH3:1][O:2][c:3]1[cH:4][c:5]([CH:10]2[CH2:11][C:12]([CH3:18])([CH3:19])[CH2:13][C:14]([CH3:16])([CH3:17])[CH2:15]2)[c:6]([NH2:9])[cH:7][cH:8]1.[Cl:21][CH2:22][CH2:23][NH:24][CH2:25][CH2:26][Cl:27].[Cl:33][c:34]1[c:35]([Cl:36])[cH:37][cH:38][cH:39][cH:40]1.[ClH:20].[Na+:28].[OH:29][C:30](=[O:31])[O-:32]>>[CH3:1][O:2][c:3]1[cH:4][c:5]([CH:10]2[CH2:11][C:12]([CH3:18])([CH3:19])[CH2:13][C:14]([CH3:16])([CH3:17])[CH2:15]2)[c:6]([N:9]2[CH2:22][CH2:23][NH:24][CH2:25][CH2:26]2)[cH:7][cH:8]1. Procedure: To a solution of 2.13 g (7.30 mmol) of 7-N-(tert-butoxycarbonyl)-2-(trifluoromethyl)-5,6,7,8-tetrahydro[1,2,4]triazolo[1,5-α]pyrazine (Example 2, Step A) in 10 mL of tetrahydrofuran at −78° C. was added lithium diisopropylamide (4.02 mL of a 2.0M solution in heptane/tetrahydrofuran/ethylbenzene, 8.03 mmol). The mixture was allowed to stir at −78° C. for 15 min, and then 2-bromo-N,N-dimethylacetamide from Step A in 5 mL of tetrahydrofuran was added, and the mixture slowly warmed to ambient temper... The solvent is O1CCCC1 (tetrahydrofuran), O1CCCC1 (tetrahydrofuran), CCCCCCC.O1CCCC1.C(C)C1=CC=CC=C1 (heptane tetrahydrofuran ethylbenzene). Yields the product C(C)(C)(C)OC(=O)N1C(C=2N(CC1)N=C(N2)C(F)(F)F)CC(=O)N(C)C (7-N-(tert-Butoxycarbonyl)-8-[2-(dimethylamino)-2-oxoethyl]-2-(trifluoromethyl)-5,6,7,8-tetrahydro[1,2,4]triazolo[1,5-α]pyrazine). Conditions: temperature -78 celsius, time 15 minute. Starting materials: BrCC(=O)N(C)C (2-Bromo-N,N-dimethylacetamide), C(C)(C)(C)OC(=O)N1CC=2N(CC1)N=C(N2)C(F)(F)F (7-N-(tert-Butoxycarbonyl)-2-(trifluoromethyl)-5,6,7,8-tetrahydro[1,2,4]triazolo[1,5-α]pyrazine), C(C)(C)[N-]C(C)C.[Li+] (lithium diisopropylamide), solution. RXN SMILES: [C:1]([O:5][C:6]([N:8]1[CH2:13][CH2:12][N:11]2[N:14]=[C:15]([C:17]([F:20])([F:19])[F:18])[N:16]=[C:10]2[CH2:9]1)=[O:7])([CH3:4])([CH3:3])[CH3:2].C([N-]C(C)C)(C)C.[Li+].Br[CH2:30][C:31]([N:33]([CH3:35])[CH3:34])=[O:32]>O1CCCC1.CCCCCCC.O1CCCC1.C(C1C=CC=CC=1)C>[C:1]([O:5][C:6]([N:8]1[CH2:13][CH2:12][N:11]2[N:14]=[C:15]([C:17]([F:18])([F:19])[F:20])[N:16]=[C:10]2[CH:9]1[CH2:30][C:31]([N:33]([CH3:35])[CH3:34])=[O:32])=[O:7])([CH3:4])([CH3:2])[CH3:3] |f:1.2,5.6.7|. The reactants are S1CCC(CC1)=O (tetrahydro-4H-thiopyran-4-one), BrC=1C=C(CN)C=CC1F (3-bromo-4-fluorobenzylamine), [OH-].[Na+] (sodium hydroxide), Sodium (triacetoxy)borohyride. The solvent is C(Cl)(Cl)Cl (chloroform). Yields the product BrC=1C=C(CNC2CCSCC2)C=CC1F (N-(3-Bromo-4-fluorobenzyl)tetrahydro-2H-thiopyran-4-amine). Isolated yield 56.6%. Reaction SMILES: [S:1]1[CH2:6][CH2:5][C:4](=O)[CH2:3][CH2:2]1.[Br:8][C:9]1[CH:10]=[C:11]([CH:14]=[CH:15][C:16]=1[F:17])[CH2:12][NH2:13].[OH-].[Na+]>C(Cl)(Cl)Cl>[Br:8][C:9]1[CH:10]=[C:11]([CH:14]=[CH:15][C:16]=1[F:17])[CH2:12][NH:13][CH:4]1[CH2:5][CH2:6][S:1][CH2:2][CH2:3]1 |f:2.3|. Procedure: To a solution of tetrahydro-4H-thiopyran-4-one (1.16 g) in chloroform (50 mL), 3-bromo-4-fluorobenzylamine (2.41 g) was added and the resulting mixture was stirred at room temperature for an hour. Sodium (triacetoxy)borohyride (6.36 g) was added and the resulting mixture was stirred overnight. To the reaction mixture, an aqueous solution of 2 M sodium hydroxide was added and after stirring the resulting mixture, extraction was performed with chloroform. The chloroform layer was dried over anhydr...